The task is: describe an organic reaction: reactants, conditions, products, and yield. This data is from the Open Reaction Database (ORD), a public repository of structured organic reaction records. Reactants: [OH-].[K+] (potassium hydroxide), COC(C(CC1=CC=C(C=C1)O)NC(=CC(C1=CC=C(C=C1)F)=O)C)=O (2-[1-methyl-3-oxo-3-(4-fluorophenyl)-propenylamino]-3-(4-hydroxyphenyl)-propionic acid methyl ester), BrCCBr (1,2-dibromoethane). Solvent: C(C)O (ethanol). Yields the product COC(C(CC1=CC=C(C=C1)OCCBr)NC(=CC(C1=CC=C(C=C1)F)=O)C)=O (2-[1-methyl-3-oxo-3-(4-fluorophenyl)-propenylamino]-3-[4-(2-bromoethoxy)-phenyl]-propionic acid methyl ester). Isolated yield 27.0%. RXN SMILES: [OH-].[K+].[CH3:3][O:4][C:5](=[O:28])[CH:6]([NH:15][C:16]([CH3:27])=[CH:17][C:18](=[O:26])[C:19]1[CH:24]=[CH:23][C:22]([F:25])=[CH:21][CH:20]=1)[CH2:7][C:8]1[CH:13]=[CH:12][C:11]([OH:14])=[CH:10][CH:9]=1.[Br:29][CH2:30][CH2:31]Br>C(O)C>[CH3:3][O:4][C:5](=[O:28])[CH:6]([NH:15][C:16]([CH3:27])=[CH:17][C:18](=[O:26])[C:19]1[CH:20]=[CH:21][C:22]([F:25])=[CH:23][CH:24]=1)[CH2:7][C:8]1[CH:9]=[CH:10][C:11]([O:14][CH2:31][CH2:30][Br:29])=[CH:12][CH:13]=1 |f:0.1|. Procedure: To a solution of potassium hydroxide (0.17 g, 2.95 mmol) in ethanol (20 ml) is added 2-[1-methyl-3-oxo-3-(4-fluorophenyl)-propenylamino]-3-(4-hydroxyphenyl)-propionic acid methyl ester (1.05 g, 2.95 mmol) and 1,2-dibromoethane (5.54 g, 29.50 mmol). Then the mixture is heated to reflux for 8 hours. After cooled, the reaction mixture is filtered to remove the solid formed, and then the filtrate is evaporated under a vacuum. The crude product is purified by silica gel chromatography using hexane/Et... Starting materials: C(C1=CC=CC=C1)NC1CC2=C(CCC1)C=CC(=C2)OC (N-benzyl-3-methoxy-6,7,8,9-tetrahydro-5H-benzocyclohepten-6-amine). Run in Br (hydrobromic acid). Run at temperature 130 celsius, time 1.5 hour. Product: C(C1=CC=CC=C1)NC1CCCC2=C(C1)C=C(C=C2)O (8-benzylamino-6,7,8,9-tetrahydro-5H-benzocyclohepten-2-ol). Yield: 66.7%. RXN SMILES: [CH2:1]([NH:8][CH:9]1[CH2:15][CH2:14][CH2:13][C:12]2[CH:16]=[CH:17][C:18]([O:20]C)=[CH:19][C:11]=2[CH2:10]1)[C:2]1[CH:7]=[CH:6][CH:5]=[CH:4][CH:3]=1>Br>[CH2:1]([NH:8][CH:9]1[CH2:10][C:11]2[CH:19]=[C:18]([OH:20])[CH:17]=[CH:16][C:12]=2[CH2:13][CH2:14][CH2:15]1)[C:2]1[CH:3]=[CH:4][CH:5]=[CH:6][CH:7]=1. Procedure details: A mixture of N-benzyl-3-methoxy-6,7,8,9-tetrahydro-5H-benzocyclohepten-6-amine (3.0 g) and 47% hydrobromic acid (106 ml) was stirred at 130° C. for 1.5 hours. After cooling, the reaction mixture was concentrated in vacuo. To the residue was added 28% ammonium hydroxide, and the whole was extracted once with ethyl acetate. The extract was washed twice with brine, dried over anhydrous sodium sulfate, and concentrated in vacuo. The residue was purified by column chromatography on silica gel (gradie... Reactants: COC1=NC=C(C#N)C=C1 (6-methoxy-nicotin-nitrile), C(C)OC(C1=CC=C(C=C1)C1=CC2=C(N=CN=C2Cl)N1)=O (4-(4-chloro-7H-pyrrolo[2,3-d]pyrimidin-6-yl)benzoic acid ethyl ester), COC1=CC=C(C=N1)CN (6-methoxy-pyridin-3-ylmethylamine), COC1=CC=C(C=N1)CN (6-methoxy-pyridin-3-ylmethylamine), N (NH3). The reagents and catalysts are [Ni] (Raney-Nickel). Run in CO (methanol), C(CCC)O (n-butanol), CCN(CC)CC (Et3N), CCN(CC)CC (Et3N). Reaction conditions: time 6 hour. The product is C(C)OC(C1=CC=C(C=C1)C1=CC2=C(N=CN=C2NCC=2C=NC(=CC2)OC)N1)=O (4-[4-(6-Methoxy-pyridin-3-ylmethylamino)-7H-pyrrolo[2,3-d]pyrimidin-6-yl]-benzoic acid ethyl ester). Reaction SMILES: [CH2:1]([O:3][C:4](=[O:21])[C:5]1[CH:10]=[CH:9][C:8]([C:11]2[NH:20][C:14]3[N:15]=[CH:16][N:17]=[C:18](Cl)[C:13]=3[CH:12]=2)=[CH:7][CH:6]=1)[CH3:2].[CH3:22][O:23][C:24]1[N:29]=[CH:28][C:27]([CH2:30][NH2:31])=[CH:26][CH:25]=1.COC1C=CC(C#N)=CN=1.N>CO.[Ni].CCN(CC)CC.C(O)CCC>[CH2:1]([O:3][C:4](=[O:21])[C:5]1[CH:10]=[CH:9][C:8]([C:11]2[NH:20][C:14]3[N:15]=[CH:16][N:17]=[C:18]([NH:31][CH2:30][C:27]4[CH:28]=[N:29][C:24]([O:23][CH3:22])=[CH:25][CH:26]=4)[C:13]=3[CH:12]=2)=[CH:7][CH:6]=1)[CH3:2]. Procedure details: A mixture of 5.0 g (16.6 mMol) 4-(4-chloro-7H-pyrrolo[2,3-d]pyrimidin-6-yl)benzoic acid ethyl ester (WO 97/02266) and 2.52 g (18 mMol) of 6-methoxy-pyridin-3-ylmethylamine (CAS: 262295-96-5; prepared from 6-methoxy-nicotin-nitrile by hydrogenation in the presence of Raney-Nickel in methanol containing NH3) in 3.5 ml (25 mMol) of Et3N and 100 ml n-butanol is heated for 8 h to 140° C. Then additional 0.69 g of 6-methoxy-pyridin-3-ylmethylamine and 1.2 ml of Et3N are added. Heating is continued for...